This data is from the Open Reaction Database (ORD), a public repository of structured organic reaction records. The task is: describe an organic reaction: reactants, conditions, products, and yield Reactants: ClC=1N=C(NC1CC)C(=O)N[C@@H]1[C@@H](CN(CC1)C=1OC(=C(N1)C)C(=O)OCC)OC (Ethyl cis(±)-2-(4-{[(4-chloro-5-ethyl-1H-imidazol-2-yl)carbonyl]amino}-3-methoxypiperidin-1-yl)-4-methyl-1,3-oxazole-5-carboxylate), [OH-].[Li+] (lithium hydroxide), CO (methanol). Run in C1CCOC1 (THF). The product is ClC=1N=C(NC1CC)C(=O)N[C@@H]1[C@@H](CN(CC1)C=1OC(=C(N1)C)C(=O)O)OC (cis(±)-2-(4-{[(4-Chloro-5-ethyl-1H-imidazol-2-yl)carbonyl]amino}-3-methoxypiperidin-1-yl)-4-methyl-1,3-oxazole-5-carboxylic acid). The yield is 89.9%. RXN SMILES: [Cl:1][C:2]1[N:3]=[C:4]([C:9]([NH:11][C@H:12]2[CH2:17][CH2:16][N:15]([C:18]3[O:19][C:20]([C:24]([O:26]CC)=[O:25])=[C:21]([CH3:23])[N:22]=3)[CH2:14][C@H:13]2[O:29][CH3:30])=[O:10])[NH:5][C:6]=1[CH2:7][CH3:8].[OH-].[Li+].CO>C1COCC1>[Cl:1][C:2]1[N:3]=[C:4]([C:9]([NH:11][C@H:12]2[CH2:17][CH2:16][N:15]([C:18]3[O:19][C:20]([C:24]([OH:26])=[O:25])=[C:21]([CH3:23])[N:22]=3)[CH2:14][C@H:13]2[O:29][CH3:30])=[O:10])[NH:5][C:6]=1[CH2:7][CH3:8] |f:1.2|. Reported procedure: The same operation as in Example (91d) was performed using ethyl cis(±)-2-(4-{[(4-chloro-5-ethyl-1H-imidazol-2-yl)carbonyl]amino}-3-methoxypiperidin-1-yl)-4-methyl-1,3-oxazole-5-carboxylate obtained in Example (107c) (0.12 g, 0.27 mmol), 2 N lithium hydroxide (3 mL, 6 mmol), methanol (5 mL) and THF (3 mL), to obtain 0.10 g of the title compound as a colorless solid (89%). The reactants are Cc1cc(NC(=O)OC(C)(C)C)sc1C(=O)O, CCN=C=NCCCN(C)C, ClCCl, CNCCN(C)C(=O)OC(C)(C)C, CN(C)c1ccncc1, Cl. Yields the product Cc1cc(NC(=O)OC(C)(C)C)sc1C(=O)N(C)CCN(C)C(=O)OC(C)(C)C. Reaction SMILES: [C:1]([CH3:2])([CH3:3])([CH3:4])[O:5][C:6](=[O:7])[NH:8][c:9]1[cH:10][c:11]([CH3:17])[c:12]([C:14](=[O:15])[OH:16])[s:13]1.[CH2:32]([N:33]=[C:34]=[N:35][CH2:36][CH2:37][CH2:38][N:39]([CH3:40])[CH3:41])[CH3:42].[CH2:43]([Cl:44])[Cl:45].[CH3:18][N:19]([C:20]([O:21][C:22]([CH3:23])([CH3:24])[CH3:25])=[O:26])[CH2:27][CH2:28][NH:29][CH3:30].[CH3:46][N:47]([CH3:48])[c:49]1[cH:50][cH:51][n:52][cH:53][cH:54]1.[ClH:31]>>[C:1]([CH3:2])([CH3:3])([CH3:4])[O:5][C:6](=[O:7])[NH:8][c:9]1[cH:10][c:11]([CH3:17])[c:12]([C:14](=[O:16])[N:29]([CH2:28][CH2:27][N:19]([CH3:18])[C:20]([O:21][C:22]([CH3:23])([CH3:24])[CH3:25])=[O:26])[CH3:30])[s:13]1. The reactants are CNC, CCO, COc1ccc(Nc2nc(Cl)ncc2I)cn1. Yields the product COc1ccc(Nc2nc(N(C)C)ncc2I)cn1. As a reaction SMILES: [CH3:18][NH:19][CH3:20].[CH3:21][CH2:22][OH:23].[Cl:1][c:2]1[n:3][cH:4][c:5]([I:17])[c:6]([NH:8][c:9]2[cH:10][n:11][c:12]([O:15][CH3:16])[cH:13][cH:14]2)[n:7]1>>[c:2]1([N:19]([CH3:18])[CH3:20])[n:3][cH:4][c:5]([I:17])[c:6]([NH:8][c:9]2[cH:10][n:11][c:12]([O:15][CH3:16])[cH:13][cH:14]2)[n:7]1. The reactants are C(C1=CC=CC=C1)OC(=O)N[C@@H]([C@@H](O)CO)C(=O)N (Nα-benzyloxycarbonyl-4-hydroxy-L-allothreoninamide), CN(C)C=O (DMF), ClCC(=O)N=C=O (chloroacetylisocyanate). Conditions: temperature -10 celsius, time 1 hour. Product: ClCC(=O)NC(=O)ONC(CCC)=O (N-chloroacetylcarbamoyloxy-butanamide). As a reaction SMILES: C(OC(N[C@H:12]([C:17]([NH2:19])=[O:18])[C@H:13]([CH2:15]O)O)=O)C1C=CC=CC=1.[Cl:20][CH2:21][C:22]([N:24]=[C:25]=[O:26])=[O:23].CN(C=[O:31])C>>[Cl:20][CH2:21][C:22]([NH:24][C:25]([O:31][NH:19][C:17](=[O:18])[CH2:12][CH2:13][CH3:15])=[O:26])=[O:23]. Reported procedure: A solution of 0.268 g (1 mM) of Nα-benzyloxycarbonyl-4-hydroxy-L-allothreoninamide in 5 mL DMF was cooled to -10° C. and 0.12 g (1 mM) chloroacetylisocyanate was added and the reaction was stirred at -10° C. for 1 hr to give (2S,3S)-2-benzyloxy-carboxamido-3-hydroxy-4-(N-chloroacetylcarbamoyloxy-butanamide. To the above reaction mixture, 0.148 g (1.25 mM) methanesulfonylchloride was added at -15° to -10° C. and 0.26 mL triethylamine was added subsequently. The reaction mixture was stirred at -15... Reactants: C[Si](C)(C)[N-][Si](C)(C)C.[Na+] (sodium bis(trimethylsilyl)amide), O1CCCC1 (tetrahydrofuran), ClC1=C(C2=C(OCO2)C(=C1)C#CC(C)OC)N (5-chloro-7-(3-methoxybut-1-yn-1-yl)-1,3-benzodioxol-4-amine), ClC1=NC=NC2=CC(=C(C=C12)OC)OC (4-chloro-6,7-dimethoxyquinazoline), resultant mixture. Run in CN(C)C=O (DMF), [Cl-].[NH4+] (ammonium chloride). Run at temperature 0 celsius. The product is ClC1=C(C2=C(OCO2)C(=C1)C#CC(C)OC)NC1=NC=NC2=CC(=C(C=C12)OC)OC (N-[5-chloro-7-(3-methoxybut-1-yn-1-yl)-1,3-benzodioxol-4-yl]-6,7-dimethoxyquinazolin-4-amine). RXN SMILES: C[Si]([N-][Si](C)(C)C)(C)C.[Na+].O1CCCC1.[Cl:16][C:17]1[CH:25]=[C:24]([C:26]#[C:27][CH:28]([O:30][CH3:31])[CH3:29])[C:20]2[O:21][CH2:22][O:23][C:19]=2[C:18]=1[NH2:32].Cl[C:34]1[C:43]2[C:38](=[CH:39][C:40]([O:46][CH3:47])=[C:41]([O:44][CH3:45])[CH:42]=2)[N:37]=[CH:36][N:35]=1>CN(C=O)C.[Cl-].[NH4+]>[Cl:16][C:17]1[CH:25]=[C:24]([C:26]#[C:27][CH:28]([O:30][CH3:31])[CH3:29])[C:20]2[O:21][CH2:22][O:23][C:19]=2[C:18]=1[NH:32][C:34]1[C:43]2[C:38](=[CH:39][C:40]([O:46][CH3:47])=[C:41]([O:44][CH3:45])[CH:42]=2)[N:37]=[CH:36][N:35]=1 |f:0.1,6.7|. Procedure details: A solution of sodium bis(trimethylsilyl)amide (1.7 ml) in tetrahydrofuran (1.0M, 1.7 mmol) was added over 5 minutes to a stirred mixture of 5-chloro-7-(3-methoxybut-1-yn-1-yl)-1,3-benzodioxol-4-amine (0.211 g) and 4-chloro-6,7-dimethoxyquinazoline (0.170 g) in DMF (7.0 ml) cooled to 0° C. under a nitrogen atmosphere; the resultant mixture was stirred for 1 hr at ambient temperature. The reaction mixture was diluted with saturated aqueous ammonium chloride (70 ml) and extracted with ethyl acetate... Reactants: Cc1cn(CCN)c(C)n1, O=CCCc1cccc(Cl)c1. Product: Cc1nc(C)n2c1C(CCc1cccc(Cl)c1)NCC2. RXN SMILES: [CH3:1][c:2]1[n:3]([CH2:8][CH2:9][NH2:10])[cH:4][c:5]([CH3:7])[n:6]1.[Cl:11][c:12]1[cH:13][c:14]([CH2:18][CH2:19][CH:20]=[O:21])[cH:15][cH:16][cH:17]1>>[CH3:1][c:2]1[n:3]2[c:4]([c:5]([CH3:7])[n:6]1)[CH:20]([CH2:19][CH2:18][c:14]1[cH:13][c:12]([Cl:11])[cH:17][cH:16][cH:15]1)[NH:10][CH2:9][CH2:8]2. Starting materials: C(Cl)(Cl)Cl.CO (chloroform methanol), N1=CN=C2N=CNC2=C1N (adenine), C([O-])([O-])=O.[K+].[K+] (potassium carbonate), O1CC1COCCCCCCCCCCCCCCCCCC (rac-1,2-epoxy-3-octadecyloxypropane). Solvent: CN(C=O)C (dimethylformamide). Run at time 20 hour. Yields the product OC(CN1C2=NC=NC(=C2N=C1)N)COCCCCCCCCCCCCCCCCCC (9-[2'-hydroxy-3'-octadecyloxypropyl]-adenine). Yield: 32.0%. Reaction SMILES: [N:1]1[C:9]([NH2:10])=[C:8]2[C:4]([N:5]=[CH:6][NH:7]2)=[N:3][CH:2]=1.C(=O)([O-])[O-].[K+].[K+].[O:17]1[CH:19]([CH2:20][O:21][CH2:22][CH2:23][CH2:24][CH2:25][CH2:26][CH2:27][CH2:28][CH2:29][CH2:30][CH2:31][CH2:32][CH2:33][CH2:34][CH2:35][CH2:36][CH2:37][CH2:38][CH3:39])[CH2:18]1.C(Cl)(Cl)Cl.CO>CN(C)C=O>[OH:17][CH:19]([CH2:20][O:21][CH2:22][CH2:23][CH2:24][CH2:25][CH2:26][CH2:27][CH2:28][CH2:29][CH2:30][CH2:31][CH2:32][CH2:33][CH2:34][CH2:35][CH2:36][CH2:37][CH2:38][CH3:39])[CH2:18][N:5]1[CH:6]=[N:7][C:8]2[C:4]1=[N:3][CH:2]=[N:1][C:9]=2[NH2:10] |f:1.2.3,5.6|. Reported procedure: A mixture of adenine (0.829 g, 6.10 mmol), anhydrous potassium carbonate (45 mg) and rac-1,2-epoxy-3-octadecyloxypropane (2.0 g, 6.13 mmol) in anhydrous dimethylformamide (10 mL) is stirred at 70°-75° C. for 20 hours under a nitrogen atmosphere. The reaction mixture is filtered directly without cooling, and the filtrate is concentrated in vacuo to afford a white residue. The residue is stirred with 95:5 (v/v) chloroform-methanol. The insoluble solid is filtered, purified by chromatography, and d... The reactants are CNC1CC2=CC(=C(C=C2CC1)OC)OC (2-methylamino-6,7-dimethoxy-1,2,3,4-tetrahydronaphthalene), COC1=CC2=C(CC(N(CC2)CCCCl)=O)C=C1OC (1-(7,8-dimethoxy-1,3,4,5-tetrahydro-2H-3-benzazepin-2-on-3-yl)-3-chloro-propane). Yields the product COC1=CC2=C(CC(N(CC2)CCCN(C2CC3=CC(=C(C=C3CC2)OC)OC)C)=O)C=C1OC (1-[7,8-Dimethoxy-1,3,4,5-tetrahydro-2 H-3-benzazepin-2-on-3-yl]-3-[N-methyl-N-(6,7-dimethoxy-1,2,3,4-tetrahydronaphth-2-yl)-amino]-propane). Reaction SMILES: [CH3:1][NH:2][CH:3]1[CH2:12][CH2:11][C:10]2[C:5](=[CH:6][C:7]([O:15][CH3:16])=[C:8]([O:13][CH3:14])[CH:9]=2)[CH2:4]1.[CH3:17][O:18][C:19]1[C:34]([O:35][CH3:36])=[CH:33][C:22]2[CH2:23][C:24](=[O:32])[N:25]([CH2:28][CH2:29][CH2:30]Cl)[CH2:26][CH2:27][C:21]=2[CH:20]=1>>[CH3:17][O:18][C:19]1[C:34]([O:35][CH3:36])=[CH:33][C:22]2[CH2:23][C:24](=[O:32])[N:25]([CH2:28][CH2:29][CH2:30][N:2]([CH3:1])[CH:3]3[CH2:12][CH2:11][C:10]4[C:5](=[CH:6][C:7]([O:15][CH3:16])=[C:8]([O:13][CH3:14])[CH:9]=4)[CH2:4]3)[CH2:26][CH2:27][C:21]=2[CH:20]=1. Procedure details: The title compound is prepared analogously to Example 1 by reacting 2-methylamino-6,7-dimethoxy-1,2,3,4-tetrahydronaphthalene with 1-(7,8-dimethoxy-1,3,4,5-tetrahydro-2H-3-benzazepin-2-on-3-yl)-3-chloro-propane. Mp: 236°-238° C. Reactants: OC1=CC=C(C(=O)N(C2=C(C=CC(=C2)OC)C2CC=3C=CC(=CC3CC2)OC(C(C)(C)C)=O)C(C)C)C=C1 (pivalic acid 6-{2-[(4-hydroxybenzoyl)isopropylamino]-4-methoxyphenyl}-5,6,7,8-tetrahydronaphthalen-2-yl ester), ClCC(=O)N1CCN(CC1)CC (2-chloro-1-(4-ethylpiperazin-1-yl)ethanone). Product: C(C)N1CCN(CC1)CCOC1=CC=C(CN(C2=C(C=CC(=C2)OC)C2CC=3C=CC(=CC3CC2)O)C(C)C)C=C1 (6-{2-{{4-[2-(4-Ethylpiperazin-1-yl)ethoxy]benzyl}isopropylamino}-4-methoxyphenyl}-5,6,7,8-tetrahydronaphthalen-2-ol). Yield: 52.8%. RXN SMILES: [OH:1][C:2]1[CH:38]=[CH:37][C:5]([C:6]([N:8]([CH:34]([CH3:36])[CH3:35])[C:9]2[CH:14]=[C:13]([O:15][CH3:16])[CH:12]=[CH:11][C:10]=2[CH:17]2[CH2:26][CH2:25][C:24]3[CH:23]=[C:22]([O:27]C(=O)C(C)(C)C)[CH:21]=[CH:20][C:19]=3[CH2:18]2)=O)=[CH:4][CH:3]=1.Cl[CH2:40][C:41]([N:43]1[CH2:48][CH2:47][N:46]([CH2:49][CH3:50])[CH2:45][CH2:44]1)=O>>[CH2:49]([N:46]1[CH2:47][CH2:48][N:43]([CH2:41][CH2:40][O:1][C:2]2[CH:3]=[CH:4][C:5]([CH2:6][N:8]([CH:34]([CH3:36])[CH3:35])[C:9]3[CH:14]=[C:13]([O:15][CH3:16])[CH:12]=[CH:11][C:10]=3[CH:17]3[CH2:26][CH2:25][C:24]4[CH:23]=[C:22]([OH:27])[CH:21]=[CH:20][C:19]=4[CH2:18]3)=[CH:37][CH:38]=2)[CH2:44][CH2:45]1)[CH3:50]. Reported procedure: Synthesized from pivalic acid 6-{2-[(4-hydroxybenzoyl)isopropylamino]-4-methoxyphenyl}-5,6,7,8-tetrahydronaphthalen-2-yl ester (21 mg) and 2-chloro-1-(4-ethylpiperazin-1-yl)ethanone (16 mg) according to an analogous synthetic method to Example 404 and purified by LC-MS, the title compound (12 mg) was obtained. Reactants: NC1CCCC1, CCc1nnc2c(Cl)nc3ccccc3n12, CCCc1nnc2c(Cl)nc3ccccc3n12, NC1CCCCC1. RXN SMILES: [CH:41]1([NH2:42])[CH2:43][CH2:44][CH2:45][CH2:46]1.[Cl:1][c:2]1[c:3]2[n:4]([c:5]3[cH:6][cH:7][cH:8][cH:9][c:10]3[n:11]1)[c:12]([CH2:15][CH3:16])[n:13][n:14]2.[Cl:24][c:25]1[c:26]2[n:27]([c:28]([CH2:29][CH2:30][CH3:31])[n:32][n:33]2)[c:34]2[c:35]([n:36]1)[cH:37][cH:38][cH:39][cH:40]2.[NH2:17][CH:18]1[CH2:19][CH2:20][CH2:21][CH2:22][CH2:23]1>>[c:2]1([NH:17][CH:18]2[CH2:19][CH2:20][CH2:21][CH2:22][CH2:23]2)[c:3]2[n:4]([c:5]3[cH:6][cH:7][cH:8][cH:9][c:10]3[n:11]1)[c:12]([CH2:15][CH3:16])[n:13][n:14]2. Yields the product CCc1nnc2c(NC3CCCCC3)nc3ccccc3n12.